From a dataset of the Open Reaction Database (ORD), a public repository of structured organic reaction records. describe an organic reaction: reactants, conditions, products, and yield Reactants: COc1ccc(Br)c(CBr)c1, CCc1ccc(C(=O)O)cc1, [Li]CCCC, C1CCOC1, CC(C)NC(C)C. The product is COc1ccc(Br)c(CC(C)c2ccc(C(=O)O)cc2)c1. As a reaction SMILES: [Br:24][c:25]1[c:26]([CH2:33][Br:34])[cH:27][c:28]([O:31][CH3:32])[cH:29][cH:30]1.[CH2:13]([CH3:14])[c:15]1[cH:16][cH:17][c:18]([C:19](=[O:20])[OH:21])[cH:22][cH:23]1.[CH2:1]([Li:2])[CH2:3][CH2:4][CH3:5].[CH2:35]1[O:36][CH2:37][CH2:38][CH2:39]1.[CH:6]([NH:7][CH:8]([CH3:9])[CH3:10])([CH3:11])[CH3:12]>>[CH:13]([CH3:14])([c:15]1[cH:16][cH:17][c:18]([C:19](=[O:20])[OH:21])[cH:22][cH:23]1)[CH2:33][c:26]1[c:25]([Br:24])[cH:30][cH:29][c:28]([O:31][CH3:32])[cH:27]1. As a reaction SMILES: [Br:1][c:2]1[cH:3][c:4]2[c:5]([n:6][c:7]([N:9]3[CH2:10][CH:11]([N:14]4[CH2:15][CH2:16][CH2:17][CH2:18][CH2:19]4)[CH2:12][CH2:13]3)[s:8]2)[cH:20][cH:21]1.[C:29](=[O:30])([O-:31])[O-:32].[CH3:35][NH:36][CH2:37][CH2:38][NH:39][CH3:40].[CH3:44][CH2:45][O:46][CH2:47][CH3:48].[CH3:49][c:50]1[cH:51][cH:52][cH:53][cH:54][cH:55]1.[Cu:41].[Cu:42][I:43].[K+:33].[K+:34].[cH:56]1[cH:57][cH:58][n:59][cH:60][cH:61]1.[n:22]1[nH:23][c:24](=[O:28])[cH:25][cH:26][cH:27]1>>[c:2]1(-[n:23]2[n:22][cH:27][cH:26][cH:25][c:24]2=[O:28])[cH:3][c:4]2[c:5]([n:6][c:7]([N:9]3[CH2:10][CH:11]([N:14]4[CH2:15][CH2:16][CH2:17][CH2:18][CH2:19]4)[CH2:12][CH2:13]3)[s:8]2)[cH:20][cH:21]1. Product: O=c1cccnn1-c1ccc2nc(N3CCC(N4CCCCC4)C3)sc2c1. Reactants: Brc1ccc2nc(N3CCC(N4CCCCC4)C3)sc2c1, O=C([O-])[O-], CNCCNC, CCOCC, Cc1ccccc1, [Cu], [Cu]I, [K+], [K+], c1ccncc1, O=c1cccn[nH]1. The reactants are COC(=O)C1=CC2=C(N(C(=N2)NC=2SC3=C(N2)C=CC(=C3)C(F)(F)F)CC)C=C1 (1-ethyl-2-(6-trifluoromethyl-benzothiazol-2-ylamino)-1H-benzoimidazole-5-carboxylic acid methyl ester), [OH-].[Na+] (sodium hydroxide), CO (MeOH). Solvent: C1CCOC1 (THF). Yields the product C(C)N1C(=NC2=C1C=CC(=C2)C(=O)O)NC=2SC1=C(N2)C=CC(=C1)C(F)(F)F (1-Ethyl-2-(6-trifluoromethyl-benzothiazol-2-ylamino)-1H-benzoimidazole-5-carboxylic acid). Isolated yield 94.8%. RXN SMILES: C[O:2][C:3]([C:5]1[CH:29]=[CH:28][C:8]2[N:9]([CH2:26][CH3:27])[C:10]([NH:12][C:13]3[S:14][C:15]4[CH:21]=[C:20]([C:22]([F:25])([F:24])[F:23])[CH:19]=[CH:18][C:16]=4[N:17]=3)=[N:11][C:7]=2[CH:6]=1)=[O:4].[OH-].[Na+].CO>C1COCC1>[CH2:26]([N:9]1[C:8]2[CH:28]=[CH:29][C:5]([C:3]([OH:4])=[O:2])=[CH:6][C:7]=2[N:11]=[C:10]1[NH:12][C:13]1[S:14][C:15]2[CH:21]=[C:20]([C:22]([F:25])([F:24])[F:23])[CH:19]=[CH:18][C:16]=2[N:17]=1)[CH3:27] |f:1.2|. Procedure: 1-Ethyl-2-(6-trifluoromethyl-benzothiazol-2-ylamino)-1H-benzoimidazole-5-carboxylic acid (770.0 mg) was prepared by following General Procedure E starting from 1-ethyl-2-(6-trifluoromethyl-benzothiazol-2-ylamino)-1H-benzoimidazole-5-carboxylic acid methyl ester (840.0 mg) and sodium hydroxide (2.0 N solution, 2.0 mL) MeOH (1.0 mL) and THF (2.0 mL). Starting materials: CCCO, CS(=O)(=O)Cl, [Cl-], [Li+], c1ccc2[nH]ncc2c1. Yields the product CCCCl, c1ccc2[nH]ncc2c1. Reaction SMILES: [CH2:1]([CH2:2][CH3:3])[OH:4].[CH3:14][S:15]([Cl:16])(=[O:17])=[O:18].[Cl-:20].[Li+:19].[nH:5]1[n:6][cH:7][c:8]2[cH:9][cH:10][cH:11][cH:12][c:13]12>>[CH2:1]([CH2:2][CH3:3])[Cl:16].[nH:5]1[n:6][cH:7][c:8]2[cH:9][cH:10][cH:11][cH:12][c:13]12. Starting materials: NC(CC(C(=O)OCC)C)C1=C(C=CC=C1OC)OC (ethyl 4-amino-4-(2,6-dimethoxyphenyl)-2-methylbutanoate), N1(CCCC1)C=1C=C(C=O)C=CC1 (3-(pyrrolidin-1-yl)benzaldehyde). The product is COC1=C(C(=CC=C1)OC)C1CC(C(N1CC1=CC(=CC=C1)N1CCCC1)=O)C (5-(2,6-dimethoxyphenyl)-3-methyl-1-(3-(pyrrolidin-1-yl)benzyl)pyrrolidin-2-one). As a reaction SMILES: [NH2:1][CH:2]([C:11]1[C:16]([O:17][CH3:18])=[CH:15][CH:14]=[CH:13][C:12]=1[O:19][CH3:20])[CH2:3][CH:4]([CH3:10])[C:5]([O:7]CC)=O.[N:21]1([C:26]2[CH:27]=[C:28]([CH:31]=[CH:32][CH:33]=2)[CH:29]=O)[CH2:25][CH2:24][CH2:23][CH2:22]1>>[CH3:18][O:17][C:16]1[CH:15]=[CH:14][CH:13]=[C:12]([O:19][CH3:20])[C:11]=1[CH:2]1[N:1]([CH2:29][C:28]2[CH:31]=[CH:32][CH:33]=[C:26]([N:21]3[CH2:25][CH2:24][CH2:23][CH2:22]3)[CH:27]=2)[C:5](=[O:7])[CH:4]([CH3:10])[CH2:3]1. Reported procedure: Prepared according to the described general procedure 2 (GP2) by reaction of ethyl 4-amino-4-(2,6-dimethoxyphenyl)-2-methylbutanoate with commercially available 3-(pyrrolidin-1-yl)benzaldehyde. Subsequent purification by preparative HPLC afforded the target compound. LC-MS (conditions A): tR=0.82 min.; [M+H]+: 395.20 g/mol. Reactants: COc1cc2ncnc(N3CCN(C(=C[N+](=O)[O-])SC)CC3)c2cc1OC, NCc1ccncc1, c1ccncc1. Yields the product COc1cc2ncnc(N3CCN(C(=C[N+](=O)[O-])NCc4ccncc4)CC3)c2cc1OC. Reaction SMILES: [CH3:1][O:2][c:3]1[cH:4][c:5]2[c:6]([N:15]3[CH2:16][CH2:17][N:18]([C:21](=[CH:22][N+:23](=[O:24])[O-:25])[S:26][CH3:27])[CH2:19][CH2:20]3)[n:7][cH:8][n:9][c:10]2[cH:11][c:12]1[O:13][CH3:14].[NH2:28][CH2:29][c:30]1[cH:31][cH:32][n:33][cH:34][cH:35]1.[cH:36]1[cH:37][cH:38][n:39][cH:40][cH:41]1>>[CH3:1][O:2][c:3]1[cH:4][c:5]2[c:6]([N:15]3[CH2:16][CH2:17][N:18]([C:21](=[CH:22][N+:23](=[O:24])[O-:25])[NH:28][CH2:29][c:30]4[cH:31][cH:32][n:33][cH:34][cH:35]4)[CH2:19][CH2:20]3)[n:7][cH:8][n:9][c:10]2[cH:11][c:12]1[O:13][CH3:14]. Starting materials: C1(=CC=CC=C1)N1CCNCC1 (1-phenylpiperazine), C(=O)(N1C=NC=C1)N1C=NC=C1 (1,1'-carbonyldiimidazole), CN(CCCN)C (3-dimethylaminopropylamine). Run in O1CCCC1 (THF), O1CCCC1 (tetrahydrofuran), O1CCCC1 (THF). Reaction conditions: time 1.5 hour. Yields the product CN(CCCNC(=O)N1CCN(CC1)C1=CC=CC=C1)C (N-[3-(Dimethylamino)propyl]-4-phenyl-1-piperazine-carboxamide). The yield is 57.4%. Reaction SMILES: [C:1](N1C=CN=C1)(N1C=CN=C1)=[O:2].[CH3:13][N:14]([CH3:19])[CH2:15][CH2:16][CH2:17][NH2:18].[C:20]1([N:26]2[CH2:31][CH2:30][NH:29][CH2:28][CH2:27]2)[CH:25]=[CH:24][CH:23]=[CH:22][CH:21]=1>O1CCCC1>[CH3:13][N:14]([CH3:19])[CH2:15][CH2:16][CH2:17][NH:18][C:1]([N:29]1[CH2:30][CH2:31][N:26]([C:20]2[CH:25]=[CH:24][CH:23]=[CH:22][CH:21]=2)[CH2:27][CH2:28]1)=[O:2]. Procedure details: To a solution of 5.7 g (0.035 mole) of 1,1'-carbonyldiimidazole in 75 ml of tetrahydrofuran (THF) was added a solution of 3.5 g (0.034 mole) of 3-dimethylaminopropylamine in 75 ml of THF and the reaction mixture was stirred at ambient temperature for 1.5 hr. A solution of 4.9 g (0.03 mole) of 1-phenylpiperazine in 50 ml of THF was added and the reaction mixture was heated at reflux for 20 hr. The solution was concentrated under reduced pressure and the residue was dissolved in 150 ml of benzene.... Reactants: CC(=O)[O-], CC(=O)O, Clc1ccc2nccn2n1, [Na+]. Product: OCc1cnc2ccc(Cl)nn12. As a reaction SMILES: [C:11]([O-:12])(=[O:13])[CH3:14].[C:16]([OH:17])(=[O:18])[CH3:19].[Cl:1][c:2]1[cH:3][cH:4][c:5]2[n:6]([n:7]1)[cH:8][cH:9][n:10]2.[Na+:15]>>[Cl:1][c:2]1[cH:3][cH:4][c:5]2[n:6]([n:7]1)[c:8]([CH2:11][OH:13])[cH:9][n:10]2. The product is Cl.Cl.FC1=CC=C(CNCC(C2=CC(=CC=C2)C(F)(F)F)C2(CCCCC2)O)C=C1 (1-{2-[(4-fluorobenzyl)amino]-1-[3-(trifluoromethyl)phenyl]ethyl}cyclohexanol dihydrochloride). As a reaction SMILES: [ClH:1].[F:2][C:3]1[CH:29]=[CH:28][C:6]([CH2:7][NH:8][CH2:9][CH:10]([C:21]2([OH:27])[CH2:26][CH2:25][CH2:24][CH2:23][CH2:22]2)[C:11]2[CH:16]=[CH:15][CH:14]=[C:13]([C:17]([F:20])([F:19])[F:18])[CH:12]=2)=[CH:5][CH:4]=1.FC1C=CC(CNC(=O)C(C2(O)CCCCC2)C2C=CC=C(C(F)(F)F)C=2)=CC=1>>[ClH:1].[ClH:1].[F:2][C:3]1[CH:4]=[CH:5][C:6]([CH2:7][NH:8][CH2:9][CH:10]([C:21]2([OH:27])[CH2:22][CH2:23][CH2:24][CH2:25][CH2:26]2)[C:11]2[CH:16]=[CH:15][CH:14]=[C:13]([C:17]([F:19])([F:20])[F:18])[CH:12]=2)=[CH:28][CH:29]=1 |f:0.1,3.4.5|. Reported procedure: In an analogous manner to Example 1, step 2 1-{2-[(4-fluorobenzyl)amino]-1-[3-(trifluoromethyl)phenyl]ethyl}cyclohexanol hydrochloride was prepared from N-(4-fluorobenzyl)-2-(1-hydroxycyclohexyl)-2-[3-(trifluoromethyl)phenyl]acetamide. MS (ESI) m/z 396 ([M+H]+); HRMS: calcd for C22H25F4NO.HCl, 431.1639; found (ESI), 396.1931. Reactants: Cl.FC1=CC=C(CNCC(C2=CC(=CC=C2)C(F)(F)F)C2(CCCCC2)O)C=C1 (1-{2-[(4-fluorobenzyl)amino]-1-[3-(trifluoromethyl)phenyl]ethyl}cyclohexanol hydrochloride), FC1=CC=C(CNC(C(C2=CC(=CC=C2)C(F)(F)F)C2(CCCCC2)O)=O)C=C1 (N-(4-fluorobenzyl)-2-(1-hydroxycyclohexyl)-2-[3-(trifluoromethyl)phenyl]acetamide). Starting materials: ClC1=CC=C(C=C1)N1N=C2C=CC=CC2=C1NC1=CC=CC=C1 ([2-(4-chloro-phenyl)-2H-indazol-3-yl]-phenyl-amine), C1(CCCCC1)N=C=O (cyclohexylisocyanate). Run in C1(=CC=CC=C1)C (toluene). The product is ClC1=CC=C(C=C1)N1N=C2C=CC=CC2=C1N(C(=O)NC1CCCCC1)C1=CC=CC=C1 (1-[2-(4-Chloro-phenyl)-2H-indazol-3-yl]-3-cyclohexyl-1-phenyl-urea). RXN SMILES: [Cl:1][C:2]1[CH:7]=[CH:6][C:5]([N:8]2[C:16]([NH:17][C:18]3[CH:23]=[CH:22][CH:21]=[CH:20][CH:19]=3)=[C:15]3[C:10]([CH:11]=[CH:12][CH:13]=[CH:14]3)=[N:9]2)=[CH:4][CH:3]=1.[CH:24]1([N:30]=[C:31]=[O:32])[CH2:29][CH2:28][CH2:27][CH2:26][CH2:25]1>C1(C)C=CC=CC=1>[Cl:1][C:2]1[CH:3]=[CH:4][C:5]([N:8]2[C:16]([N:17]([C:18]3[CH:19]=[CH:20][CH:21]=[CH:22][CH:23]=3)[C:31]([NH:30][CH:24]3[CH2:29][CH2:28][CH2:27][CH2:26][CH2:25]3)=[O:32])=[C:15]3[C:10]([CH:11]=[CH:12][CH:13]=[CH:14]3)=[N:9]2)=[CH:6][CH:7]=1. Reported procedure: In analogy to the procedure described in example 1.2, [2-(4-chloro-phenyl)-2H-indazol-3-yl]-phenyl-amine was reacted with cyclohexylisocyanate ([3173-53-3]) in toluene for 5 days under reflux conditions to give the title compound as yellow oil. MS: m/e=445.1 [M+H+].